This data is from the Open Reaction Database (ORD), a public repository of structured organic reaction records. The task is: describe an organic reaction: reactants, conditions, products, and yield Reactants: C(C)=O (acetaldehyde), O1CCCC1 (tetrahydrofuran), Cl (hydrochloric acid). Run in O (water), O (water). Yields the product C1(CC=CC2=CC=CC=C12)=O (naphthalenone). Isolated yield 52.1%. RXN SMILES: [CH:1](=[O:3])[CH3:2].Cl.O1[CH2:9][CH2:8][CH2:7][CH2:6]1>O>[C:1]1(=[O:3])[C:9]2[C:8](=[CH:6][CH:7]=[CH:8][CH:9]=2)[CH:7]=[CH:6][CH2:2]1. Reported procedure: The acetaldehyde intermediate (4) (2.1 g, 10 mmol) was taken up in tetrahydrofuran (200 mL), and water (0.5 mL) and concentrated hydrochloric acid (1.0 mL) were added. The solution was heated at reflux for 5 hrs., then diluted with water (20 mL) and evaporated at reduced pressure to remove most of the tetrahydrofuran. The residual aqueous solution was extracted with ether (3×200 mL), and the combined ether extracts were successively washed with saturated sodium bicarbonate solution (20 mL), brin... Starting materials: O=C1N(C(=CC(N1)=O)CCC)CC1=CC=C(C=C1)C=1C(=CC=CC1)C#N (4′-[(2,4-dioxo-6-propyl-3,4-dihydropyrimidin-1(2H)-yl)methyl]biphenyl-2-carbonitrile), BrCC(=O)C1=CC=C(C=C1)OC (2-bromo-1-(4-methoxyphenyl)ethanone), CN(C=O)C (N,N-dimethylformamide), [H-].[Na+] (sodium hydride). Solvent: C(C)(=O)OCC (ethyl acetate). Run at time 2 hour. Yields the product COC1=CC=C(C=C1)C(CN1C(N(C(=CC1=O)CCC)CC1=CC=C(C=C1)C=1C(=CC=CC1)C#N)=O)=O (4′-{[3-[2-(4-methoxyphenyl)-2-oxoethyl]-2,4-dioxo-6-propyl-3,4-dihydropyrimidin-1(2H)-yl]methyl}biphenyl-2-carbonitrile). The yield is 88.2%. RXN SMILES: [O:1]=[C:2]1[NH:7][C:6](=[O:8])[CH:5]=[C:4]([CH2:9][CH2:10][CH3:11])[N:3]1[CH2:12][C:13]1[CH:18]=[CH:17][C:16]([C:19]2[C:20]([C:25]#[N:26])=[CH:21][CH:22]=[CH:23][CH:24]=2)=[CH:15][CH:14]=1.Br[CH2:28][C:29]([C:31]1[CH:36]=[CH:35][C:34]([O:37][CH3:38])=[CH:33][CH:32]=1)=[O:30].CN(C)C=O.[H-].[Na+]>C(OCC)(=O)C>[CH3:38][O:37][C:34]1[CH:35]=[CH:36][C:31]([C:29](=[O:30])[CH2:28][N:7]2[C:6](=[O:8])[CH:5]=[C:4]([CH2:9][CH2:10][CH3:11])[N:3]([CH2:12][C:13]3[CH:18]=[CH:17][C:16]([C:19]4[C:20]([C:25]#[N:26])=[CH:21][CH:22]=[CH:23][CH:24]=4)=[CH:15][CH:14]=3)[C:2]2=[O:1])=[CH:32][CH:33]=1 |f:3.4|. Procedure: To a mixture of 4′-[(2,4-dioxo-6-propyl-3,4-dihydropyrimidin-1(2H)-yl)methyl]biphenyl-2-carbonitrile (0.5 g), 2-bromo-1-(4-methoxyphenyl)ethanone (0.4 g) and N,N-dimethylformamide (10 mL) was added 60% sodium hydride (0.076 g), and the mixture was stirred at room temperature for 2 hr. The reaction mixture was diluted with ethyl acetate, washed with 5% potassium hydrogensulfate and then saturated brine, and dried over anhydrous magnesium sulfate. The solvent was evaporated under reduced pressure....